describe an organic reaction: reactants, conditions, products, and yield From a dataset of the Open Reaction Database (ORD), a public repository of structured organic reaction records. The product is CC=1N=C(SC1C(C)OC1=CC=C2C=CN(C2=C1)CC(=O)O)C1=CC=C(C=C1)C(F)(F)F ([rac]-(6-{1-[4-Methyl-2-(4-trifluoromethyl-phenyl)-thiazol-5-yl]-ethoxy}-indol-1yl)-acetic acid). Solvent: C1CCOC1.CO (THF methanol). Run at time 14 hour. The reactants are C(C)(C)(C)OC(CN1C=CC2=CC=C(C=C12)OC(C)C1=C(N=C(S1)C1=CC=C(C=C1)C(F)(F)F)C)=O ([rac]-(6-{1-[4-methyl-2-(4-trifluoromethyl-phenyl)-thiazol-5-yl]-ethoxy}-indol-1-yl)-acetic acid tert-butyl ester), [OH-].[Na+] (NaOH), Cl (HCl). Reported procedure: To a solution of [rac]-(6-{1-[4-methyl-2-(4-trifluoromethyl-phenyl)-thiazol-5-yl]-ethoxy}-indol-1-yl)-acetic acid tert-butyl ester (30 mg, 58 μmol) in THF/methanol 2/1 (4.5 ml) was added a 1 N aqueous NaOH solution (1.5 ml). The reaction mixture was stirred for 14 h at ambient temperature, neutralized with 1 N aqueous HCl solution under ice cooling and concentrated under reduced pressure. The residue was dissolved in 1 N HCl/ice water 1/1 and ethyl acetate, the layers were separated and the aque... Isolated yield 89.7%. As a reaction SMILES: C([O:5][C:6](=[O:36])[CH2:7][N:8]1[C:16]2[C:11](=[CH:12][CH:13]=[C:14]([O:17][CH:18]([C:20]3[S:24][C:23]([C:25]4[CH:30]=[CH:29][C:28]([C:31]([F:34])([F:33])[F:32])=[CH:27][CH:26]=4)=[N:22][C:21]=3[CH3:35])[CH3:19])[CH:15]=2)[CH:10]=[CH:9]1)(C)(C)C.[OH-].[Na+].Cl>C1COCC1.CO>[CH3:35][C:21]1[N:22]=[C:23]([C:25]2[CH:26]=[CH:27][C:28]([C:31]([F:33])([F:34])[F:32])=[CH:29][CH:30]=2)[S:24][C:20]=1[CH:18]([O:17][C:14]1[CH:15]=[C:16]2[C:11]([CH:10]=[CH:9][N:8]2[CH2:7][C:6]([OH:36])=[O:5])=[CH:12][CH:13]=1)[CH3:19] |f:1.2,4.5|. The reactants are C([O-])([O-])=O.[K+].[K+] (potassium carbonate), FCCOC1CCS(C2=C(C=C(C(=C12)C)C(=O)C=1C=NN(C1O)CC)C)(=O)=O (4-(2-fluoroethoxy)-5,8-dimethyl-6-(1-ethyl-5-hydroxypyrazol-4-yl)carbonylthiochroman-1,1-dioxide), N1N=CC=C1 (pyrazole), C(CC)S(=O)(=O)Cl (n-propanesulfonyl chloride), ( IV ). The reagents and catalysts are [Cl-].C(C1=CC=CC=C1)[N+](CC)(CC)CC (benzyltriethylammonium chloride). Solvent: O (water), ClCCl (dichloromethane), O (water), ClCCl (dichloromethane). Product: FCCOC1CCS(C2=C(C=C(C(=C12)C)C(=O)C=1C=NN(C1OS(=O)(=O)CCC)CC)C)(=O)=O (4-(2-fluoroethoxy)-5,8-dimethyl-6-(1-ethyl-5-n-propanesulfonyloxypyrazol-4-yl)carbonylthiochroman-1,1-dioxide). The yield is 63.0%. RXN SMILES: [F:1][CH2:2][CH2:3][O:4][CH:5]1[C:14]2[C:9](=[C:10]([CH3:26])[CH:11]=[C:12]([C:16]([C:18]3[CH:19]=[N:20][N:21]([CH2:24][CH3:25])[C:22]=3[OH:23])=[O:17])[C:13]=2[CH3:15])[S:8](=[O:28])(=[O:27])[CH2:7][CH2:6]1.N1C=CC=N1.C(=O)([O-])[O-].[K+].[K+].[CH2:40]([S:43](Cl)(=[O:45])=[O:44])[CH2:41][CH3:42]>ClCCl.O.[Cl-].C([N+](CC)(CC)CC)C1C=CC=CC=1>[F:1][CH2:2][CH2:3][O:4][CH:5]1[C:14]2[C:9](=[C:10]([CH3:26])[CH:11]=[C:12]([C:16]([C:18]3[CH:19]=[N:20][N:21]([CH2:24][CH3:25])[C:22]=3[O:23][S:43]([CH2:40][CH2:41][CH3:42])(=[O:45])=[O:44])=[O:17])[C:13]=2[CH3:15])[S:8](=[O:28])(=[O:27])[CH2:7][CH2:6]1 |f:2.3.4,8.9|. Procedure details: 1.00 Gram (2.44 mmol) of the 4-(2-fluoroethoxy)-5,8-dimethyl-6-(1-ethyl-5-hydroxypyrazol-4-yl)carbonylthiochroman-1,1-dioxide (corresponding to pyrazole derivative of the formula (Ia)) obtained in Preparation Example 1 was dissolved in 10 ml of dichloromethane. To this mixture solution was added a solution of 0.67 g (4.87 mmol) of potassium carbonate as a base in 10 ml of water. 0.42 Gram (2.93 mmol) of n-propanesulfonyl chloride (corresponding to compound of the formula (IV)) as a reaction reag... Reactants: C(C)(=O)C1=CC=CC=C1 (acetophenone), B1(N2CCC[C@H]2C(O1)(C3=CC=CC=C3)C4=CC=CC=C4)C ((S)-(−)-2-methyl-CBS-oxazaborolidine), CSC.B (Borane methyl sulfide). Run in C1CCOC1 (THF). Reaction conditions: temperature 0 celsius. Product: C1(=CC=CC=C1)[C@@H](C)O ((R)-1-Phenyl-ethanol). Reaction SMILES: [C:1]([C:4]1[CH:9]=[CH:8][CH:7]=[CH:6][CH:5]=1)(=[O:3])[CH3:2].B1(C)OC(C2C=CC=CC=2)(C2C=CC=CC=2)[C@H]2N1CCC2.CSC.B>C1COCC1>[C:4]1([C@H:1]([OH:3])[CH3:2])[CH:9]=[CH:8][CH:7]=[CH:6][CH:5]=1 |f:2.3|. Reported procedure: To acetophenone (19.47 mL, 166.6 mmol) in THF (100 mL) was added (S)-(−)-2-methyl-CBS-oxazaborolidine (4.62 g, 16.6 mmol), and the reaction was cooled to 0° C. Borane methyl sulfide complex (2M in THF; 50 mL, 100 mmol) was added over 15 minutes, and the reaction was stirred at room temperature. Aqueous work-up gave the title compound. Reactants: N\C(\C1=CC=2C(=NC=C(C2C2=CN=C(S2)C2(CCC2)OCOC)Cl)N1)=N/OC(=O)C1CN(CCC1)C(=O)OC(C)(C)C ((Z)-tert-butyl 3-((amino(5-chloro-4-(2-(1-(methoxymethoxy)cyclobutyl)thiazol-5-yl)-1H-pyrrolo[2,3-b]pyridin-2-yl)methyleneaminooxy)carbonyl)piperidine-1-carboxylate). Solvent: C1(=CC=CC=C1)C (toluene). The product is ClC=1C(=C2C(=NC1)NC(=C2)C2=NOC(=N2)C2CN(CCC2)C(=O)OC(C)(C)C)C2=CN=C(S2)C2(CCC2)OCOC (tert-butyl 3-(3-(5-chloro-4-(2-(1-(methoxymethoxy)cyclobutyl)thiazol-5-yl)-1H-pyrrolo[2,3-b]pyridin-2-yl)-1,2,4-oxadiazol-5-yl)piperidine-1-carboxylate). As a reaction SMILES: [NH2:1]/[C:2](=[N:26]\[O:27][C:28]([CH:30]1[CH2:35][CH2:34][CH2:33][N:32]([C:36]([O:38][C:39]([CH3:42])([CH3:41])[CH3:40])=[O:37])[CH2:31]1)=O)/[C:3]1[NH:25][C:6]2=[N:7][CH:8]=[C:9]([Cl:24])[C:10]([C:11]3[S:15][C:14]([C:16]4([O:20][CH2:21][O:22][CH3:23])[CH2:19][CH2:18][CH2:17]4)=[N:13][CH:12]=3)=[C:5]2[CH:4]=1>C1(C)C=CC=CC=1>[Cl:24][C:9]1[C:10]([C:11]2[S:15][C:14]([C:16]3([O:20][CH2:21][O:22][CH3:23])[CH2:17][CH2:18][CH2:19]3)=[N:13][CH:12]=2)=[C:5]2[CH:4]=[C:3]([C:2]3[N:1]=[C:28]([CH:30]4[CH2:35][CH2:34][CH2:33][N:32]([C:36]([O:38][C:39]([CH3:40])([CH3:41])[CH3:42])=[O:37])[CH2:31]4)[O:27][N:26]=3)[NH:25][C:6]2=[N:7][CH:8]=1. Procedure: A solution of Example 22C (0.084 g, 0.136 mmol) in toluene (3 mL) was heated to 110° C. for 10 hours. The reaction was cooled to ambient temperature and concentrated to give the title compound, which was used without further purification. MS ESI(+) m/z 601.2 [M+H]+. Reactants: CCOC(=O)CCCBr, O=C([O-])[O-], CN(C)C=O, [K+], [K+], O=Cc1cc(O)ccc1[N+](=O)[O-]. Yields the product CCOC(=O)CCCOc1ccc([N+](=O)[O-])c(C=O)c1. As a reaction SMILES: [Br:13][CH2:14][CH2:15][CH2:16][C:17](=[O:18])[O:19][CH2:20][CH3:21].[C:22](=[O:23])([O-:24])[O-:25].[CH3:28][N:29]([CH3:30])[CH:31]=[O:32].[K+:26].[K+:27].[OH:1][c:2]1[cH:3][cH:4][c:5]([N+:10](=[O:11])[O-:12])[c:6]([CH:7]=[O:8])[cH:9]1>>[O:1]([c:2]1[cH:3][cH:4][c:5]([N+:10](=[O:11])[O-:12])[c:6]([CH:7]=[O:8])[cH:9]1)[CH2:14][CH2:15][CH2:16][C:17](=[O:18])[O:19][CH2:20][CH3:21]. Starting materials: N(=NC(=O)OC(C)(C)C)C(=O)OC(C)(C)C (di-t-butyl azodicarboxylate), OCC1=CC2=C(\C(\C3=C(CC2)C=CC=C3)=C\C#N)C=C1 ((E)-(2-Hydroxymethyl-10,11-dihydro-5H-dibenzo[a,d]cyclohepten-5-ylidene)acetonitrile), ClC1=CC(=C2C(=N1)NC(=N2)CC)C (5-chloro-2-ethyl-7-methyl-3H-imidazo[4,5-b]pyridine), C1(=CC=CC=C1)P(C1=CC=CC=C1)C1=CC=CC=C1 (triphenylphosphine). The solvent is C1CCOC1 (THF). Run at time 2 hour. Yields the product ClC1=CC(=C2C(=N1)N(C(=N2)CC)CC2=CC1=C(\C(\C3=C(CC1)C=CC=C3)=C\C#N)C=C2)C ((E)-[2-(5-chloro-2-ethyl-7-methyl-3H-imidazo[4,5-b]pyridin-3-yl)methyl-10,11-dihydro-5H-dibenzo[a,d]cyclohepten-5-ylidene]acetonitrile). Yield: 44.6%. Reaction SMILES: O[CH2:2][C:3]1[CH:20]=[CH:19][C:6]2/[C:7](=[CH:16]/[C:17]#[N:18])/[C:8]3[CH:15]=[CH:14][CH:13]=[CH:12][C:9]=3[CH2:10][CH2:11][C:5]=2[CH:4]=1.[Cl:21][C:22]1[N:27]=[C:26]2[NH:28][C:29]([CH2:31][CH3:32])=[N:30][C:25]2=[C:24]([CH3:33])[CH:23]=1.C1(P(C2C=CC=CC=2)C2C=CC=CC=2)C=CC=CC=1.N(C(OC(C)(C)C)=O)=NC(OC(C)(C)C)=O>C1COCC1>[Cl:21][C:22]1[N:27]=[C:26]2[N:28]([CH2:2][C:3]3[CH:20]=[CH:19][C:6]4/[C:7](=[CH:16]/[C:17]#[N:18])/[C:8]5[CH:15]=[CH:14][CH:13]=[CH:12][C:9]=5[CH2:10][CH2:11][C:5]=4[CH:4]=3)[C:29]([CH2:31][CH3:32])=[N:30][C:25]2=[C:24]([CH3:33])[CH:23]=1. Reported procedure: [step 1] (E)-(2-Hydroxymethyl-10,11-dihydro-5H-dibenzo[a,d]cyclohepten-5-ylidene)acetonitrile (120 mg, 0.46 mmol) and 5-chloro-2-ethyl-7-methyl-3H-imidazo[4,5-b]pyridine (117 mg, 0.60 mmol) were dissolved in THF (6.6 mL) and the solution was added with polymer supported triphenylphosphine (469 mg, 0.92 mmol) and di-t-butyl azodicarboxylate (211 mg, 0.92 mmol) at 0° C., followed by stirring at room temperature for 2 hr. The mixture was filtrated, and the filtrate was concentrated under reduced pr... Reactants: Cc1ccccc1, O=Cc1ccc(F)c(Cl)c1, N#Cc1ccc(N)cn1, Cc1ccc(S(=O)(=O)O)cc1. The product is N#Cc1ccc(N=Cc2ccc(F)c(Cl)c2)cn1. RXN SMILES: [CH3:31][c:32]1[cH:33][cH:34][cH:35][cH:36][cH:37]1.[Cl:10][c:11]1[cH:12][c:13]([CH:14]=[O:15])[cH:16][cH:17][c:18]1[F:19].[NH2:1][c:2]1[cH:3][cH:4][c:5]([C:8]#[N:9])[n:6][cH:7]1.[c:20]1([CH3:21])[cH:22][cH:23][c:24]([S:25]([OH:26])(=[O:27])=[O:28])[cH:29][cH:30]1>>[N:1]([c:2]1[cH:3][cH:4][c:5]([C:8]#[N:9])[n:6][cH:7]1)=[CH:14][c:13]1[cH:12][c:11]([Cl:10])[c:18]([F:19])[cH:17][cH:16]1.